Dataset: the Open Reaction Database (ORD), a public repository of structured organic reaction records. Task: describe an organic reaction: reactants, conditions, products, and yield Reactants: [BH4-].[Na+] (NaBH4), ClC1=CC=C(OC=2C3=C(SC2C=O)C=C2C(=C3)OCO2)C=C1 (3-(4-Chlorophenoxy)-5,6-(methylenedioxy)benzo[b]thiophene-2-carbaldehyde), [BH4-].[Na+] (NaBH4). Solvent: CO (methanol). Reaction conditions: time 2 hour. Yields the product C1OC2=CC3=C(SC(=C3OC3=CC=C(C=C3)Cl)CO)C=C2O1 ([5,6-(Methylenedioxy)-3-(4-chlorophenoxy)-benzo[b]thiophen-2-yl]methanol). Reaction SMILES: [BH4-].[Na+].[Cl:3][C:4]1[CH:24]=[CH:23][C:7]([O:8][C:9]2[C:10]3[CH:19]=[C:18]4[O:20][CH2:21][O:22][C:17]4=[CH:16][C:11]=3[S:12][C:13]=2[CH:14]=[O:15])=[CH:6][CH:5]=1>CO>[CH2:21]1[O:22][C:17]2[C:18](=[CH:19][C:10]3[C:9]([O:8][C:7]4[CH:23]=[CH:24][C:4]([Cl:3])=[CH:5][CH:6]=4)=[C:13]([CH2:14][OH:15])[S:12][C:11]=3[CH:16]=2)[O:20]1 |f:0.1|. Procedure details: 26 mmol of NaBH4 are added at ambient temperature to a solution of 24 mmol of the compound obtained in Step E of Example 1 in 100 ml of methanol. After reacting for 2 hours, one equivalent of NaBH4 is added to the reaction mixture. After reacting for 12 hours, the solution is concentrated and then diluted with ethyl acetate, washed with 1N HCl solution, then with water and then with saturated NaCl solution, subsequently dried over calcium sulphate, filtered and concentrated under reduced pressur...